describe an organic reaction: reactants, conditions, products, and yield From a dataset of the Open Reaction Database (ORD), a public repository of structured organic reaction records. Starting materials: cupric acetate, C1(CCCCCCC1)N (cyclooctylamine), C(C)(=O)[O-].C(C)(=O)[O-].C(C)(=O)[O-].COC1=C(C(=CC(=C1)C)OC)[Pb+3] (2,6-dimethoxy-4-methylphenyllead triacetate). Yield: 52.0%. Procedure details: 10.56 g of cyclooctylamine are dissolved in 500 ml of anhydrous dichloromethane and 1.5 g of cupric acetate are added thereto. A solution of 44.2 g of 2,6-dimethoxy-4-methylphenyllead triacetate, prepared above, in 250 ml of anhydrous dichloromethane is added dropwise to the reaction mixture under an inert atmosphere. The reaction mixture is left at room temperature for 18 hours, the heterogeneous mixture is then filtered over a bed of celite and the filtrate is concentrated to 450 ml. The organ... Yields the product C1(CCCCCCC1)NC1=C(C=C(C=C1OC)C)OC (N-cyclooctyl-2,6-dimethoxy-4-methylaniline). As a reaction SMILES: [CH:1]1([NH2:9])[CH2:8][CH2:7][CH2:6][CH2:5][CH2:4][CH2:3][CH2:2]1.C([O-])(=O)C.C([O-])(=O)C.C([O-])(=O)C.[CH3:22][O:23][C:24]1[CH:29]=[C:28]([CH3:30])[CH:27]=[C:26]([O:31][CH3:32])[C:25]=1[Pb+3]>ClCCl>[CH:1]1([NH:9][C:25]2[C:26]([O:31][CH3:32])=[CH:27][C:28]([CH3:30])=[CH:29][C:24]=2[O:23][CH3:22])[CH2:8][CH2:7][CH2:6][CH2:5][CH2:4][CH2:3][CH2:2]1 |f:1.2.3.4|. Run at time 18 hour. The solvent is ClCCl (dichloromethane), ClCCl (dichloromethane). Starting materials: BrC=1C(=CSC1)C(=O)O (4-bromothiophene-3-carboxylic acid), CN(C)P(=O)(N(C)C)N(C)C (HMPA), CN(C)C=O (DMF), N(C(C)C)C(C)C ((i-Pr)2NH), [Li]CCCC (n-BuLi). The solvent is C1CCOC1 (THF), C1CCOC1 (THF). Run at temperature -78 celsius, time 0.5 hour. Yields the product BrC=1C(=C(SC1)C=O)C(=O)O (4-Bromo-2-formyl-thiophene-3-carboxylic acid). Isolated yield 59.6%. RXN SMILES: N(C(C)C)C(C)C.[Li]CCCC.[Br:13][C:14]1[C:15]([C:19]([OH:21])=[O:20])=[CH:16][S:17][CH:18]=1.CN(P(N(C)C)(N(C)C)=O)C.CN([CH:36]=[O:37])C>C1COCC1>[Br:13][C:14]1[C:15]([C:19]([OH:21])=[O:20])=[C:16]([CH:36]=[O:37])[S:17][CH:18]=1. Reported procedure: To a solution of (i-Pr)2NH (1.09 g, 10.8 mmol) in anhydrous THF (15 mL) was added dropwise n-BuLi (5.0 mL, 12.5 mmol, 2.5M in hexane) at −30° C. The mixture was stirred at the same temperature for 0.5 h. Then, the mixture was cooled to −78° C. and the solution of 4-bromothiophene-3-carboxylic acid from example 1.1 (1.0 g, 4.85 mmol) and HMPA (0.17 g, 0.95 mmol) in anhydrous THF (20 mL) was added slowly. The mixture was stirred at the same temperature for 1 h, anhydrous DMF (0.6 g, 8.22 mmol) was... The reactants are ClC1=NC=2C=CC=CC2C2=C1N=CN2C (4-chloro-1-methyl-1H-imidazo[4,5-c]quinoline), C[O-].[Na+] (sodium methoxide). Yields the product COC1=NC=2C=CC=CC2C2=C1N=CN2C (4-methoxy-1-methyl-1H-imidazo[4,5-c]quinoline). RXN SMILES: Cl[C:2]1[C:11]2[N:12]=[CH:13][N:14]([CH3:15])[C:10]=2[C:9]2[CH:8]=[CH:7][CH:6]=[CH:5][C:4]=2[N:3]=1.[CH3:16][O-:17].[Na+]>>[CH3:16][O:17][C:2]1[C:11]2[N:12]=[CH:13][N:14]([CH3:15])[C:10]=2[C:9]2[CH:8]=[CH:7][CH:6]=[CH:5][C:4]=2[N:3]=1 |f:1.2|. Reported procedure: Using the method of Example 157, 4-chloro-1-methyl-1H-imidazo[4,5-c]quinoline (from Example 114) was reacted with sodium methoxide to provide 4-methoxy-1-methyl-1H-imidazo[4,5-c]quinoline, melting point after recrystallization from ethyl acetate 160°-162° C. Analysis: Calculated for C12H11N3O: %C, 67.6; %H, 5.2; N, 19.7; Found: %C, 67.3; %H, 5.0; %N, 19.8. Reactants: CC=1C=C(C=C(C1)C)C=1N=C(SC1C1=CC=NC=C1)NC(C)=O (N-[4-(3,5-dimethylphenyl)-5-(4-pyridyl)-1,3-thiazol-2-yl]acetamide), ClC1=CC(=CC=C1)C(=O)OO (m-chloroperbenzoic acid). Run in C(Cl)(Cl)Cl (chloroform). Conditions: time 1 hour. Yields the product C(C)(=O)NC=1SC(=C(N1)C1=CC(=CC(=C1)C)C)C1=CC=[N+](C=C1)[O-] (4-[2-Acetylamino-4-(3,5-dimethylphenyl)-1,3-thiazol-5-yl]pyridine 1-Oxide). Yield: 52.4%. RXN SMILES: [CH3:1][C:2]1[CH:3]=[C:4]([C:9]2[N:10]=[C:11]([NH:20][C:21](=[O:23])[CH3:22])[S:12][C:13]=2[C:14]2[CH:19]=[CH:18][N:17]=[CH:16][CH:15]=2)[CH:5]=[C:6]([CH3:8])[CH:7]=1.ClC1C=CC=C(C(OO)=[O:32])C=1>C(Cl)(Cl)Cl>[C:21]([NH:20][C:11]1[S:12][C:13]([C:14]2[CH:19]=[CH:18][N+:17]([O-:32])=[CH:16][CH:15]=2)=[C:9]([C:4]2[CH:5]=[C:6]([CH3:8])[CH:7]=[C:2]([CH3:1])[CH:3]=2)[N:10]=1)(=[O:23])[CH3:22]. Procedure details: To a suspension of N-[4-(3,5-dimethylphenyl)-5-(4-pyridyl)-1,3-thiazol-2-yl]acetamide (1.0 g) in chloroform (30 mL), was added 70% m-chloroperbenzoic acid (0.80 g), and the mixture was stirred at room temperature for 1 h. The solvent was removed under reduced pressure, and the residue was treated with an aqueous saturated solution of sodium hydrogen carbonate. The formed crystalline residue was washed with water, dried and recrystallized from ethanol to obtain the title compound (0.55 g, yield 5... Reactants: C(CCC)C1(C(C2=CC=C(C=C2CC1)OC)=O)CCC(C)=O (2-butyl-6-methoxy-2-(3-oxobutyl)-3,4-dihydro-1(2H)-naphthalenone), N1CCCC1 (pyrrolidine), C(C)(=O)O (acetic acid). Solvent: C1(=CC=CC=C1)C (toluene). Reaction conditions: temperature 100 celsius, time 8 hour. Yields the product C(CCC)C12CCC3=CC(=CC=C3C2=CC(CC1)=O)OC (10a-butyl-7-methoxy-1,9,10,10a-tetrahydro-3(2H)-phenanthrenone). As a reaction SMILES: [CH2:1]([C:5]1([CH2:18][CH2:19][C:20](=[O:22])[CH3:21])[CH2:14][CH2:13][C:12]2[C:7](=[CH:8][CH:9]=[C:10]([O:15][CH3:16])[CH:11]=2)[C:6]1=O)[CH2:2][CH2:3][CH3:4].N1CCCC1.C(O)(=O)C>C1(C)C=CC=CC=1>[CH2:1]([C:5]12[CH2:18][CH2:19][C:20](=[O:22])[CH:21]=[C:6]1[C:7]1[C:12](=[CH:11][C:10]([O:15][CH3:16])=[CH:9][CH:8]=1)[CH2:13][CH2:14]2)[CH2:2][CH2:3][CH3:4]. Procedure details: A mixture of 2-butyl-6-methoxy-2-(3-oxobutyl)-3,4-dihydro-1(2H)-naphthalenone (91 mg, 0.3 mmol), pyrrolidine (0.025 mL, 0.3 mol), acetic acid (0.017 mL, 0.3 mmol), and toluene (0.5 mL) was stirred and heated in an oil bath at 100° C. for 3 hours. After standing at room temperature overnight, the mixture was partitioned between EtOAc (20 mL) and water (20 mL) containing 2N HCl (2 mL). The organic phase was washed with 5% NaHCO3 (10 mL) and brine (10 mL), dried over MgSO4, filtered, and concentrat...